This data is from the Open Reaction Database (ORD), a public repository of structured organic reaction records. The task is: describe an organic reaction: reactants, conditions, products, and yield Starting materials: BrC1=CC(=C(C=C1)C1=C(C=C(C=C1)Br)CO)CO ((4,4′-Dibromo-2′-hydroxymethyl-biphenyl-2-yl)-methanol), BrC1=CC=2C=CC3=CC(=CC=C3C2C=C1)Br (2,7-dibromo-phenanthrene). Solvent: C(Cl)Cl.CO (DCM MeOH). Reaction conditions: temperature 25 celsius, time 12 hour. Yields the product BrC=1C=C(C(=CC1)C=1C(=CC(=CC1)Br)C=O)C=O (4,4′-dibromo-biphenyl-2,2′-dicarbaldehyde). Reaction SMILES: [Br:1][C:2]1[CH:7]=[CH:6][C:5]([C:8]2[CH:13]=[CH:12][C:11]([Br:14])=[CH:10][C:9]=2[CH2:15][OH:16])=[C:4]([CH2:17][OH:18])[CH:3]=1.BrC1C=CC2C3C(=CC(Br)=CC=3)C=CC=2C=1>C(Cl)Cl.CO>[Br:1][C:2]1[CH:3]=[C:4]([CH:17]=[O:18])[C:5]([C:8]2[C:9]([CH:15]=[O:16])=[CH:10][C:11]([Br:14])=[CH:12][CH:13]=2)=[CH:6][CH:7]=1 |f:2.3|. Procedure details: The mixture of 2,7-dibromo-9,10-dihydro-phenanthrene (2.4 g, 7.1 mmol), NBS (1.4 g, 7.8 mmol), and benzoyl peroxide (0.2 g) in carbon tetrachloride (300 ml) was refluxed for 2 hours. Potassium acetate (3.6 g) and acetic acid (3.2 ml) were added, and the refluxing was continued for additional 2 hours. The mixture was cooled and diluted with EtOAc. The organic phase was washed with water, saturated sodium bicarbonate, and brine, and was dried with sodium sulfate. Concentration gave 2,7-dibromo-phe...